From a dataset of the Open Reaction Database (ORD), a public repository of structured organic reaction records. describe an organic reaction: reactants, conditions, products, and yield Reactants: ClC1=CC=C(C=C1)C(N1C(CNCC1)C)C1=CC=C(C=C1)Cl (1-[bis(4-chlorophenyl)methyl]-2-methylpiperazine), FC(C(C(F)(F)F)O)(F)F (1,1,1,3,3,3-hexafluoropropan-2-ol), ClC(Cl)(OC(OC(Cl)(Cl)Cl)=O)Cl (triphosgene), C(C)(C)N(C(C)C)CC (N,N-diisopropylethylamine). Solvent: O (H2O), C(C)#N (acetonitrile). Run at time 2 hour. Product: ClC1=CC=C(C=C1)C(N1C(CN(CC1)C(=O)OC(C(F)(F)F)C(F)(F)F)C)C1=CC=C(C=C1)Cl (1,1,1,3,3,3-hexafluoropropan-2-yl 4-[bis(4-chlorophenyl)methyl]-3-methylpiperazine-1-carboxylate). Isolated yield 15.9%. RXN SMILES: [F:1][C:2]([F:10])([F:9])[CH:3]([OH:8])[C:4]([F:7])([F:6])[F:5].Cl[C:12](Cl)([O:14]C(=O)OC(Cl)(Cl)Cl)Cl.C(N(CC)C(C)C)(C)C.[Cl:32][C:33]1[CH:38]=[CH:37][C:36]([CH:39]([C:47]2[CH:52]=[CH:51][C:50]([Cl:53])=[CH:49][CH:48]=2)[N:40]2[CH2:45][CH2:44][NH:43][CH2:42][CH:41]2[CH3:46])=[CH:35][CH:34]=1>O.C(#N)C>[Cl:53][C:50]1[CH:49]=[CH:48][C:47]([CH:39]([C:36]2[CH:35]=[CH:34][C:33]([Cl:32])=[CH:38][CH:37]=2)[N:40]2[CH2:45][CH2:44][N:43]([C:12]([O:8][CH:3]([C:4]([F:7])([F:6])[F:5])[C:2]([F:10])([F:9])[F:1])=[O:14])[CH2:42][CH:41]2[CH3:46])=[CH:52][CH:51]=1. Procedure: A 50 mL round-bottom flask was charged with 1,1,1,3,3,3-hexafluoropropan-2-ol (336 mg, 2.00 mmol, 1.00 equiv), acetonitrile (20 mL), triphosgene (198 mg, 0.670 mmol, 0.330 equiv). N,N-diisopropylethylamine (942 mg, 7.29 mmol, 3.65 equiv) was added dropwise. The mixture was stirred for 2 hours at room temperature. Then 1-[bis(4-chlorophenyl)methyl]-2-methylpiperazine (670 mg, 2.00 mmol, 1.00 equiv) was added. The resulting solution was stirred for 2 hours at room temperature and diluted with H2O ... Reactants: COC1=CN=C2C(=CC=NC2=C1)NC=1C=NC(=NC1)N (N5-(7-methoxy-1,5-naphthyridin-4-yl)pyrimidine-2,5-diamine), ClC1=NN=C(C2=CC=CC=C12)C1=CC=CC=C1 (1-chloro-4-phenylphthalazine), C1CCOC1 (THF), [Li+].C[Si](C)(C)[N-][Si](C)(C)C (LiHMDS). Solvent: CS(=O)C (DMSO), CCCCCC (Hexane). Reaction conditions: time 10 minute. The product is COC1=CN=C2C(=CC=NC2=C1)NC=1C=NC(=NC1)NC1=NN=C(C2=CC=CC=C12)C1=CC=CC=C1 (N5-(7-Methoxy-1,5-naphthyridin-4-yl)-N2-(4-phenylphthalazin-1-yl)pyrimidine-2,5-diamine). As a reaction SMILES: [CH3:1][O:2][C:3]1[CH:12]=[C:11]2[C:6]([C:7]([NH:13][C:14]3[CH:15]=[N:16][C:17]([NH2:20])=[N:18][CH:19]=3)=[CH:8][CH:9]=[N:10]2)=[N:5][CH:4]=1.Cl[C:22]1[C:31]2[C:26](=[CH:27][CH:28]=[CH:29][CH:30]=2)[C:25]([C:32]2[CH:37]=[CH:36][CH:35]=[CH:34][CH:33]=2)=[N:24][N:23]=1.C1COCC1.[Li+].C[Si]([N-][Si](C)(C)C)(C)C>CS(C)=O.CCCCCC>[CH3:1][O:2][C:3]1[CH:12]=[C:11]2[C:6]([C:7]([NH:13][C:14]3[CH:19]=[N:18][C:17]([NH:20][C:22]4[C:31]5[C:26](=[CH:27][CH:28]=[CH:29][CH:30]=5)[C:25]([C:32]5[CH:37]=[CH:36][CH:35]=[CH:34][CH:33]=5)=[N:24][N:23]=4)=[N:16][CH:15]=3)=[CH:8][CH:9]=[N:10]2)=[N:5][CH:4]=1 |f:3.4|. Reported procedure: N5-(7-methoxy-1,5-naphthyridin-4-yl)pyrimidine-2,5-diamine (90 mg, 335 μmol), 1-chloro-4-phenylphthalazine (97 mg, 403 μmol), THF (1677 μl, 335 μmol), and LiHMDS (1006 μl, 1006 μmol) were added into a pressure tube. The mixture was stirred at RT for 10 min. A red solution was formed. The tube was placed in a preheated oil bath at 100° C. After 1 h, LCMS showed complete conversion of SM to product. The reaction was cooled to rt. Hexane was added to induce the product to precipitate out of the rea... Starting materials: [H-].[Na+] (sodium hydride), CN(C1=CC=C(CCN2C[C@H](CC2)OS(=O)(=O)C)C=C1)C ((S)-1-(4-dimethylaminophenethyl)-3-methanesulfonyloxypyrrolidine), ice water, C1=CC=CC=2NC3=C(OCC21)C=CC=C3 (5,11-dihydrodibenzo[b,e][1,4]oxazepine). The solvent is CCCCCC (hexane), CS(=O)C (dimethyl sulfoxide), CS(=O)C (dimethyl sulfoxide). Reaction conditions: time 30 minute. Product: CN(C1=CC=C(CCN2C[C@@H](CC2)N2C3=C(OCC4=C2C=CC=C4)C=CC=C3)C=C1)C ((R)-5,11-dihydro-5-[1-(4-dimethylaminophenethyl)pyrrolidine-3-yl]dibenzo[b,e][1,4]oxazepine), oil. Isolated yield 39.0%. As a reaction SMILES: [H-].[Na+].[CH:3]1[C:13]2[CH2:12][O:11][C:10]3[CH:14]=[CH:15][CH:16]=[CH:17][C:9]=3[NH:8][C:7]=2[CH:6]=[CH:5][CH:4]=1.[CH3:18][N:19]([CH3:38])[C:20]1[CH:37]=[CH:36][C:23]([CH2:24][CH2:25][N:26]2[CH2:30][CH2:29][C@H:28](OS(C)(=O)=O)[CH2:27]2)=[CH:22][CH:21]=1>CCCCCC.CS(C)=O>[CH3:38][N:19]([CH3:18])[C:20]1[CH:21]=[CH:22][C:23]([CH2:24][CH2:25][N:26]2[CH2:30][CH2:29][C@@H:28]([N:8]3[C:7]4[CH:6]=[CH:5][CH:4]=[CH:3][C:13]=4[CH2:12][O:11][C:10]4[CH:14]=[CH:15][CH:16]=[CH:17][C:9]3=4)[CH2:27]2)=[CH:36][CH:37]=1 |f:0.1|. Procedure: 60% sodium hydride (160 mg, 4.0 mmol) was washed with hexane under argon atmosphere, and then suspended in dimethyl sulfoxide (12 ml). After stirring at room temperature for 30 minutes, 5,11-dihydrodibenzo[b,e][1,4]oxazepine (790 g, 4.0 mmol) was added to the obtained suspension. They were stirred at room temperature for 60 minutes and then at 50° C. for 60 minutes. A solution of (S)-1-(4-dimethylaminophenethyl)-3-methanesulfonyloxypyrrolidine (378 mg, 1.21 mmol) in dimethyl sulfoxide (7 ml) was... The reactants are C(C1=CC=CC=C1)(=O)O (benzoic acid), CN(C1=CC(=CC=C1)N(C)C)C (N,N,N',N'-tetramethyl-m-phenylenediamine), C(C)(=O)OC(C)=O (acetic anhydride), Cl (hydrochloric acid). Run at temperature 95 celsius. The product is CN(C1=C(C=CC(=C1)N(C)C)C1(OC(=O)C2=CC=CC=C12)C1=CC=C(C=C1)N(C)C)C (3-(2,4-bis(dimethylamino)phenyl)-3-(4-(dimethylamino)-phenyl)phthalide). As a reaction SMILES: C(O)(=O)[C:2]1[CH:7]=[CH:6][CH:5]=[CH:4][CH:3]=1.[CH3:10][N:11]([CH3:21])[C:12]1[CH:17]=[CH:16][CH:15]=[C:14]([N:18]([CH3:20])[CH3:19])[CH:13]=1.[C:22]([O:25][C:26](=[O:28])[CH3:27])(=O)[CH3:23].Cl>>[CH3:19][N:18]([CH3:20])[C:14]1[CH:13]=[C:12]([N:11]([CH3:21])[CH3:10])[CH:17]=[CH:16][C:15]=1[C:22]1([C:5]2[CH:4]=[CH:3][C:2]([N:11]([CH3:12])[CH3:10])=[CH:7][CH:6]=2)[C:23]2[C:27](=[CH:13][CH:14]=[CH:15][CH:16]=2)[C:26](=[O:28])[O:25]1. Procedure: A mixture of 2-(4-dimethylamino)benzoyl)benzoic acid (26.8 g.), N,N,N',N'-tetramethyl-m-phenylenediamine (16.4 g.) and acetic anhydride (80 g.) was heated (to 95° C.) during one hour, cooled and poured into dilute hydrochloric acid. The resulting mixture was basified. Recrystallization of the resulting solid from a mixture of toluene and hexane afforded 3-(2,4-bis(dimethylamino)phenyl)-3-(4-(dimethylamino)-phenyl)phthalide (I: X = Y4 = (CH3)2N, Y2 = Z4 = Z5 = Z6 = Z7 = H) (m.p. 190°-194° C.). Reactants: COC(C(=O)OCc1ccccc1)[P+](c1ccccc1)(c1ccccc1)c1ccccc1, CN=C(NC)N(C)C, O=Cc1ccc2[nH]ccc2c1, [Cl-], ClCCl. Product: COC(=Cc1ccc2[nH]ccc2c1)C(=O)OCc1ccccc1. As a reaction SMILES: [CH3:2][O:3][CH:4]([C:5]([O:6][CH2:7][c:8]1[cH:9][cH:10][cH:11][cH:12][cH:13]1)=[O:14])[P+:15]([c:16]1[cH:17][cH:18][cH:19][cH:20][cH:21]1)([c:22]1[cH:23][cH:24][cH:25][cH:26][cH:27]1)[c:28]1[cH:29][cH:30][cH:31][cH:32][cH:33]1.[CH3:34][NH:35][C:36](=[N:37][CH3:38])[N:39]([CH3:40])[CH3:41].[CH:42](=[O:43])[c:44]1[cH:45][c:46]2[cH:47][cH:48][nH:49][c:50]2[cH:51][cH:52]1.[Cl-:1].[Cl:53][CH2:54][Cl:55]>>[CH3:2][O:3][C:4]([C:5]([O:6][CH2:7][c:8]1[cH:9][cH:10][cH:11][cH:12][cH:13]1)=[O:14])=[CH:42][c:44]1[cH:45][c:46]2[cH:47][cH:48][nH:49][c:50]2[cH:51][cH:52]1. Starting materials: FC(S(=O)(=O)OS(=O)(=O)C(F)(F)F)(F)F (trifluoromethanesulfonic acid anhydride), Cl (hydrochloric acid), BrC1=C(C(=C(C(=O)N)C(=C1I)C)NC(C(C)(C)C)=O)OC (4-bromo-2-(2,2-dimethylpropionylamino)-5-iodo-3-methoxy-6-methylbenzamide). The reagents and catalysts are CN(C1=CC=NC=C1)C (4-Dimethylaminopyridine). The solvent is N1=CC=CC=C1 (pyridine). Conditions: temperature 0 celsius, time 2.5 hour. Yields the product BrC=1C(=C(C(=C(C1I)C)C#N)NC(C(C)(C)C)=O)OC (N-(3-Bromo-6-cyano-4-iodo-2-methoxy-5-methylphenyl)-2,2-dimethylpropionamide). Reaction SMILES: [Br:1][C:2]1[C:10]([I:11])=[C:9]([CH3:12])[C:5]([C:6]([NH2:8])=O)=[C:4]([NH:13][C:14](=[O:19])[C:15]([CH3:18])([CH3:17])[CH3:16])[C:3]=1[O:20][CH3:21].FC(F)(F)S(OS(C(F)(F)F)(=O)=O)(=O)=O.Cl>CN(C)C1C=CN=CC=1.N1C=CC=CC=1>[Br:1][C:2]1[C:3]([O:20][CH3:21])=[C:4]([NH:13][C:14](=[O:19])[C:15]([CH3:18])([CH3:16])[CH3:17])[C:5]([C:6]#[N:8])=[C:9]([CH3:12])[C:10]=1[I:11]. Procedure: 4-Dimethylaminopyridine (54.2 mg, 443 μmol) was added to a pyridine (40 ml) suspension of 4-bromo-2-(2,2-dimethylpropionylamino)-5-iodo-3-methoxy-6-methylbenzamide (I-5) (2.08 g, 4.43 mmol), followed by cooling at 0° C. To this, trifluoromethanesulfonic acid anhydride (2.25 ml, 13.3 mmol) was dropwise added, followed by stirring at room temperature for 2.5 hours, the reaction liquid was put into 1 N hydrochloric acid (200 ml), followed by extraction with ethyl acetate (200 ml×2). The organic lay... The reactants are ClC1=C(C=CC=2NC(=NC21)CC)C#N (4-chloro-2-ethyl-1H-benzimidazole-5-carbonitrile), BrCC(=O)OC(C)(C)C (1,1-dimethylethyl bromoacetate). Yields the product ClC1=C(C=CC=2N(C(=NC21)CC)CC(=O)OC(C)(C)C)C#N (1,1-Dimethylethyl (4-chloro-5-cyano-2-ethyl-1H-benzimidazol-1-yl)acetate). As a reaction SMILES: [Cl:1][C:2]1[C:10]2[N:9]=[C:8]([CH2:11][CH3:12])[NH:7][C:6]=2[CH:5]=[CH:4][C:3]=1[C:13]#[N:14].Br[CH2:16][C:17]([O:19][C:20]([CH3:23])([CH3:22])[CH3:21])=[O:18]>>[Cl:1][C:2]1[C:10]2[N:9]=[C:8]([CH2:11][CH3:12])[N:7]([CH2:16][C:17]([O:19][C:20]([CH3:23])([CH3:22])[CH3:21])=[O:18])[C:6]=2[CH:5]=[CH:4][C:3]=1[C:13]#[N:14]. Procedure details: Synthesized as described in Example 197B from 4-chloro-2-ethyl-1H-benzimidazole-5-carbonitrile and 1,1-dimethylethyl bromoacetate: MS (ESI) m/z 320 (M+1).